From a dataset of the Open Reaction Database (ORD), a public repository of structured organic reaction records. describe an organic reaction: reactants, conditions, products, and yield Reactants: ClC=1C(=NC=C(C1)C(F)(F)F)C(C)=O (3-chloro-5-trifluoromethyl-2-acetylpyridine), COC(N(C)C)OC (N,N-dimethylformamide-dimethylacetal). Solvent: C1(=CC=CC=C1)C (toluene). Reaction conditions: temperature 100 celsius, time 8 hour. The product is ClC=1C(=NC=C(C1)C(F)(F)F)C(C=CN(C)C)=O (1-(3-Chloro-5-trifluoromethyl-2-pyridyl)-3-dimethylamino-2-propen-1-one). RXN SMILES: [Cl:1][C:2]1[C:3]([C:12](=[O:14])[CH3:13])=[N:4][CH:5]=[C:6]([C:8]([F:11])([F:10])[F:9])[CH:7]=1.CO[CH:17](OC)[N:18]([CH3:20])[CH3:19]>C1(C)C=CC=CC=1>[Cl:1][C:2]1[C:3]([C:12](=[O:14])[CH:13]=[CH:17][N:18]([CH3:20])[CH3:19])=[N:4][CH:5]=[C:6]([C:8]([F:11])([F:9])[F:10])[CH:7]=1. Reported procedure: 5.0 g of 3-chloro-5-trifluoromethyl-2-acetylpyridine (Example P8) are introduced into 30 ml of toluene and 3.60 ml of N,N-dimethylformamide-dimethylacetal are added. The resulting yellow solution is stirred overnight at 100° C. After cooling to 25° C., the mixture is concentrated to dryness in vacuo, yielding 6.17 g of the desired target compound in the form of a dark-yellow oil which later solidifies.